This data is from the Open Reaction Database (ORD), a public repository of structured organic reaction records. The task is: describe an organic reaction: reactants, conditions, products, and yield As a reaction SMILES: [CH3:1][C:2](=[O:3])[OH:4].[CH3:36][CH2:37][O:38][C:39](=[O:40])[CH3:41].[Cl:5][c:6]1[cH:7][c:8]([C:13]2([C:31]([F:32])([F:33])[F:34])[CH2:14][C:15]([c:18]3[cH:19][c:20]([O:27][CH:28]([F:29])[F:30])[c:21]([N+:24]([O-:25])=[O:26])[cH:22][cH:23]3)=[N:16][O:17]2)[cH:9][c:10]([Cl:12])[cH:11]1.[Fe:42].[OH2:35]>>[Cl:5][c:6]1[cH:7][c:8]([C:13]2([C:31]([F:32])([F:33])[F:34])[CH2:14][C:15]([c:18]3[cH:19][c:20]([O:27][CH:28]([F:29])[F:30])[c:21]([NH2:24])[cH:22][cH:23]3)=[N:16][O:17]2)[cH:9][c:10]([Cl:12])[cH:11]1. Yields the product Nc1ccc(C2=NOC(c3cc(Cl)cc(Cl)c3)(C(F)(F)F)C2)cc1OC(F)F. The reactants are CC(=O)O, CCOC(C)=O, O=[N+]([O-])c1ccc(C2=NOC(c3cc(Cl)cc(Cl)c3)(C(F)(F)F)C2)cc1OC(F)F, [Fe], O.